Dataset: the Open Reaction Database (ORD), a public repository of structured organic reaction records. Task: describe an organic reaction: reactants, conditions, products, and yield Starting materials: O=C([O-])[O-], ClCCl, FC(F)(F)c1n[nH]c2c1CCCC2, [K+], [K+], CC(C)S(=O)(=O)NC1Cc2ccc(CO)cc2C1, O=S(Cl)Cl. Product: CC(C)S(=O)(=O)NC1Cc2ccc(Cn3nc(C(F)(F)F)c4c3CCCC4)cc2C1. As a reaction SMILES: [C:36](=[O:37])([O-:38])[O-:39].[Cl:42][CH2:43][Cl:44].[F:23][C:24]([c:25]1[n:26][nH:27][c:28]2[c:33]1[CH2:32][CH2:31][CH2:30][CH2:29]2)([F:34])[F:35].[K+:40].[K+:41].[OH:1][CH2:2][c:3]1[cH:4][c:5]2[c:9]([cH:10][cH:11]1)[CH2:8][CH:7]([NH:12][S:13](=[O:14])(=[O:15])[CH:16]([CH3:17])[CH3:18])[CH2:6]2.[S:19]([Cl:20])([Cl:21])=[O:22]>>[CH2:2]([c:3]1[cH:4][c:5]2[c:9]([cH:10][cH:11]1)[CH2:8][CH:7]([NH:12][S:13](=[O:14])(=[O:15])[CH:16]([CH3:17])[CH3:18])[CH2:6]2)[n:27]1[n:26][c:25]([C:24]([F:23])([F:34])[F:35])[c:33]2[c:28]1[CH2:29][CH2:30][CH2:31][CH2:32]2. The reactants are [Si]([O-])([O-])([O-])[O-].[Na+].[Na+].[Na+].[Na+] (sodium silicate), C1(=CC=CC=C1)O (phenol), [O-][Si](=O)[O-].[Na+].[Na+] (sodium metasilicate), C1(=CC=CC=C1)O (phenol). Reaction conditions: time 50 minute. The product is [Si](O)(O)(O)O.C1(=CC=CC=C1)O (phenol silicate). As a reaction SMILES: [Si:1]([O-:5])([O-:4])([O-:3])[O-:2].[Na+].[Na+].[Na+].[Na+].[C:10]1([OH:16])[CH:15]=[CH:14][CH:13]=[CH:12][CH:11]=1.[O-][Si]([O-])=O.[Na+].[Na+]>>[Si:1]([OH:5])([OH:4])([OH:3])[OH:2].[C:10]1([OH:16])[CH:15]=[CH:14][CH:13]=[CH:12][CH:11]=1 |f:0.1.2.3.4,6.7.8,9.10|. Procedure: The said silicic acid gel, 25 parts by weight of phenol and 5 parts by weight of dry sodium metasilicate are mixed and heated to just below the boiling point of phenol while agitating for 25 to 75 minutes, thereby producing tan granules of phenol silicate.